describe an organic reaction: reactants, conditions, products, and yield From a dataset of the Open Reaction Database (ORD), a public repository of structured organic reaction records. Reactants: CC(C)(C)OC(=O)c1cncc(-c2ccc3c(c2)OCO3)c1, C1COCCO1, [Cl-], O=C(O)C(F)(F)F. The product is O=C(Cl)c1cncc(-c2ccc3c(c2)OCO3)c1. Reaction SMILES: [CH2:1]1[O:2][c:3]2[cH:4][c:5](-[c:10]3[cH:11][n:12][cH:13][c:14]([C:15](=[O:16])[O:17][C:18]([CH3:19])([CH3:20])[CH3:21])[cH:22]3)[cH:6][cH:7][c:8]2[O:9]1.[CH2:24]1[O:25][CH2:26][CH2:27][O:28][CH2:29]1.[Cl-:23].[OH:30][C:31]([C:32]([F:33])([F:34])[F:35])=[O:36]>>[CH2:1]1[O:2][c:3]2[cH:4][c:5](-[c:10]3[cH:11][n:12][cH:13][c:14]([C:15](=[O:16])[Cl:23])[cH:22]3)[cH:6][cH:7][c:8]2[O:9]1. Product: CN1CCN(S(=O)(=O)CC(Cc2ccccc2)C(=O)O)CC1. The reactants are COC(=O)C(Cc1ccccc1)CS(=O)(=O)N1CCN(C)CC1, CC(C)=O, [Na+], [OH-], O. RXN SMILES: [CH2:1]([c:2]1[cH:3][cH:4][cH:5][cH:6][cH:7]1)[CH:8]([C:9](=[O:10])[O:11][CH3:12])[CH2:13][S:14](=[O:15])(=[O:16])[N:17]1[CH2:18][CH2:19][N:20]([CH3:23])[CH2:21][CH2:22]1.[CH3:26][C:27](=[O:28])[CH3:29].[Na+:25].[OH-:24].[OH2:30]>>[CH2:1]([c:2]1[cH:3][cH:4][cH:5][cH:6][cH:7]1)[CH:8]([C:9](=[O:10])[OH:11])[CH2:13][S:14](=[O:15])(=[O:16])[N:17]1[CH2:18][CH2:19][N:20]([CH3:23])[CH2:21][CH2:22]1. Reactants: FC1=C(C=CC(=C1)F)NC1=C(C(=O)C(C(=O)OC(C2=CC=CC=C2)C2=CC=CC=C2)C(=O)OCC)C=C(C(=N1)OC)F (diphenylmethyl ethyl 2-(2,4-difluorophenylamino)-5-fluoro-6-methoxynicotinoylmalonate), FC(C(=O)O)(F)F (trifluoroacetic acid), C(C)(C)OC(C)C (diisopropyl ether). Run in C1(=CC=CC=C1)OC (anisole). The product is FC1=C(C=CC(=C1)F)NC1=C(C(=O)CC(=O)OCC)C=C(C(=N1)OC)F (ethyl 2-[2-(2,4-difluorophenylamino)-5-fluoro-6-methoxynicotinoyl]acetate). Isolated yield 94.2%. As a reaction SMILES: [F:1][C:2]1[CH:7]=[C:6]([F:8])[CH:5]=[CH:4][C:3]=1[NH:9][C:10]1[N:39]=[C:38]([O:40][CH3:41])[C:37]([F:42])=[CH:36][C:11]=1[C:12]([CH:14](C(OCC)=O)[C:15]([O:17][CH:18](C1C=CC=CC=1)[C:19]1C=CC=CC=1)=[O:16])=[O:13].FC(F)(F)C(O)=O.C(OC(C)C)(C)C>C1(OC)C=CC=CC=1>[F:1][C:2]1[CH:7]=[C:6]([F:8])[CH:5]=[CH:4][C:3]=1[NH:9][C:10]1[N:39]=[C:38]([O:40][CH3:41])[C:37]([F:42])=[CH:36][C:11]=1[C:12]([CH2:14][C:15]([O:17][CH2:18][CH3:19])=[O:16])=[O:13]. Procedure details: In 2 ml of anisole was dissolved 200 mg of diphenylmethyl ethyl 2-(2,4-difluorophenylamino)-5-fluoro-6-methoxynicotinoylmalonate, and 2 ml of trifluoroacetic acid was added thereto with ice-cooling, after which the resulting mixture was subjected to reaction at the same temperature for 10 minutes. The solvent was removed by distillation under reduced pressure, and to the crystalline material thus obtained was added 2 ml of diisopropyl ether, after which crystals were collected by filtration to o...